From a dataset of the Open Reaction Database (ORD), a public repository of structured organic reaction records. describe an organic reaction: reactants, conditions, products, and yield Reactants: CCn1nc(-c2ccccc2)c(C(C)=O)c([N+](=O)[O-])c1=O, CCO, Cc1cc(N)no1. The product is CCn1nc(-c2ccccc2)c(C(C)=O)c(Nc2cc(C)on2)c1=O. RXN SMILES: [C:1]([CH3:2])(=[O:3])[c:4]1[c:5]([N+:19]([O-:20])=[O:21])[c:6](=[O:18])[n:7]([CH2:16][CH3:17])[n:8][c:9]1-[c:10]1[cH:11][cH:12][cH:13][cH:14][cH:15]1.[CH3:29][CH2:30][OH:31].[NH2:22][c:23]1[n:24][o:25][c:26]([CH3:28])[cH:27]1>>[C:1]([CH3:2])(=[O:3])[c:4]1[c:5]([NH:19][c:23]2[n:24][o:25][c:26]([CH3:28])[cH:27]2)[c:6](=[O:18])[n:7]([CH2:16][CH3:17])[n:8][c:9]1-[c:10]1[cH:11][cH:12][cH:13][cH:14][cH:15]1. Starting materials: ketone, [Cr](=O)(=O)([O-])O[Cr](=O)(=O)[O-].[Na+].[Na+] (sodium dichromate), alcohol, S(O)(O)(=O)=O (sulfuric acid), OC(C)C1CCCCC1 (1-hydroxyethylcyclohexane). Run in O (water), O (water). Run at time 30 minute. The product is CC(=O)C1CCCCC1 (Cyclohexyl Methyl Ketone). Yield: 64.0%. Reaction SMILES: [Cr](O[Cr]([O-])(=O)=O)([O-])(=O)=O.[Na+].[Na+].S(=O)(=O)(O)O.[OH:17][CH:18]([CH:20]1[CH2:25][CH2:24][CH2:23][CH2:22][CH2:21]1)[CH3:19]>O>[CH3:19][C:18]([CH:20]1[CH2:25][CH2:24][CH2:23][CH2:22][CH2:21]1)=[O:17] |f:0.1.2|. Reported procedure: Into a two-liter, round bottom, three-necked flask equipped with a condenser, a mechanical stirrer, thermometer and a liquid addition funnel were placed 900 ml. of water, 200 g. (0.67 mole) of technical grade sodium dichromate followed by 176 g. (1.8 mole) of concentrated sulfuric acid. The contents were cooled to 55°-60° C. and 120 g. (0.94 mole) of 1-hydroxyethylcyclohexane was added over a period of 1 hour, holding the temperature between 55°-50° C. by means of external cooling. After the alc...